From a dataset of the Open Reaction Database (ORD), a public repository of structured organic reaction records. describe an organic reaction: reactants, conditions, products, and yield Reactants: C1(=CC=CC=C1)C1CCNCC1 (4-phenylpiperidine), Al2O3, BrBr (bromine), Al2O3. Conditions: time 2 hour. Product: N (NH3), BrC1=CC=C(C=C1)C1CCNCC1 (4-(4-bromophenyl)piperidine). The yield is 127.0%. As a reaction SMILES: [Br:1]Br.[C:3]1([CH:9]2[CH2:14][CH2:13][NH:12][CH2:11][CH2:10]2)[CH:8]=[CH:7][CH:6]=[CH:5][CH:4]=1>>[NH3:12].[Br:1][C:6]1[CH:7]=[CH:8][C:3]([CH:9]2[CH2:10][CH2:11][NH:12][CH2:13][CH2:14]2)=[CH:4][CH:5]=1. Procedure: A solid mixture comprised of 2.65 g (16.4 mmol) of bromine adsorbed onto 5 g of Al2O3 was combined with a solid mixture of 1.05 g (6.56 mmol) of 4-phenylpiperidine adsorbed onto 5 g of Al2O3 and the combined mixture was stirred at rt for 2 h. The mixture was then put into a filter funnel and was eluted with CH2Cl2: EtOAc, 1:1 then CH2Cl2: MeOH:(2N NH3 in MeOH), 100:4:2 to give 1.0 g of the title compound. Reactants: FC1=C(C=CC(=C1)F)O (2,4-Difluorophenol), C([O-])([O-])=O.[Cs+].[Cs+] (cesium carbonate), C(C)OC(C(C1=CC=C(C=C1)S(=O)(=O)N1CCCCC1)Br)=O (Bromo-[4-(piperidine-1-sulfonyl)-phenyl]-acetic acid ethyl ester). Solvent: C(C)#N (acetonitrile), C(C)#N (acetonitrile), O (water). Conditions: time 30 minute. Yields the product C(C)OC(C(C1=CC=C(C=C1)S(=O)(=O)N1CCCCC1)OC1=C(C=C(C=C1)F)F)=O ((2,4-difluoro-phenoxy)-[4-(piperidine-1-sulfonyl)-phenyl]-acetic acid ethyl ester). Yield: 77.2%. RXN SMILES: [F:1][C:2]1[CH:7]=[C:6]([F:8])[CH:5]=[CH:4][C:3]=1[OH:9].C(=O)([O-])[O-].[Cs+].[Cs+].[CH2:16]([O:18][C:19](=[O:37])[CH:20](Br)[C:21]1[CH:26]=[CH:25][C:24]([S:27]([N:30]2[CH2:35][CH2:34][CH2:33][CH2:32][CH2:31]2)(=[O:29])=[O:28])=[CH:23][CH:22]=1)[CH3:17]>C(#N)C.O>[CH2:16]([O:18][C:19](=[O:37])[CH:20]([O:9][C:3]1[CH:4]=[CH:5][C:6]([F:8])=[CH:7][C:2]=1[F:1])[C:21]1[CH:22]=[CH:23][C:24]([S:27]([N:30]2[CH2:31][CH2:32][CH2:33][CH2:34][CH2:35]2)(=[O:28])=[O:29])=[CH:25][CH:26]=1)[CH3:17] |f:1.2.3|. Procedure: 2,4-Difluorophenol (0.38 ml, 3.89 mmol) and cesium carbonate (0.76 gm, 2.33 mmol) were taken in acetonitrile (30 ml) under argon atmosphere and was stirred for 30 minutes. Bromo-[4-(piperidine-1-sulfonyl)-phenyl]-acetic acid ethyl ester (1.4 gm, 3.86 mmol) in acetonitrile (15 ml) was added to the mixture and stirred at 25° C. for 3 hour. Reaction mixture was diluted with water (30 ml), extracted with ethyl acetate (3×20 ml), organic layer was washed with brine solution, dried over anhydrous sodi...